Task: describe an organic reaction: reactants, conditions, products, and yield. Dataset: the Open Reaction Database (ORD), a public repository of structured organic reaction records Starting materials: C(C)(C)(C)C1=CC(=CC2=C1OCC2(C)C)C(N)=NO (7-tert-butyl-2,3-dihydro-3,3-dimethyl-5-benzo-[b]furancarboxamide oxime), C(C)(=O)Cl (acetyl chloride). Solvent: N1=CC=CC=C1 (pyridine). Run at temperature 95 celsius. The product is C(C)(C)(C)C1=CC(=CC2=C1OCC2(C)C)C2=NOC(=N2)C (7-tert-Butyl-2,3-dihydro-3,3-dimethyl-5-(5-methyl-1,2,4-oxadiazolyl)-benzo[b]furan). Yield: 52.4%. RXN SMILES: [C:1]([C:5]1[C:10]2[O:11][CH2:12][C:13]([CH3:15])([CH3:14])[C:9]=2[CH:8]=[C:7]([C:16](=[N:18][OH:19])[NH2:17])[CH:6]=1)([CH3:4])([CH3:3])[CH3:2].[C:20](Cl)(=O)[CH3:21]>N1C=CC=CC=1>[C:1]([C:5]1[C:10]2[O:11][CH2:12][C:13]([CH3:14])([CH3:15])[C:9]=2[CH:8]=[C:7]([C:16]2[N:17]=[C:20]([CH3:21])[O:19][N:18]=2)[CH:6]=1)([CH3:2])([CH3:3])[CH3:4]. Procedure: To a solution of 7-tert-butyl-2,3-dihydro-3,3-dimethyl-5-benzo-[b]furancarboxamide oxime (1.05 g, 4.0 mmol) in 20 mL of pyridine is added acetyl chloride (0.43 mL, 6.0 mmol). The reaction mixture is heated at 95 ° C. for 22 h and cooled to room temperature. Pyridine is removed in vacuo at 50 ° C.; the residue is partitioned between water and ethyl acetate. The organic layer is washed with water and with brine, dried over anhydrous magnesium sulfate, filtered, and concentrated in vacuo to give 1.... The reactants are C(C)OC(NC[C@H]1CN(CC1)CCC1=CC=NC2=CC=C(N=C12)OC)=O (ethyl[((3S)-1-{2-[6-(methyloxy)-1,5-naphthyridin-4-yl]ethyl}-3-pyrrolidinyl)methyl]carbamate), C([O-])([O-])=O.[K+].[K+] (potassium carbonate). Solvent: CO (MeOH), O (H2O). Run at time 18 hour. Product: COC=1N=C2C(=CC=NC2=CC1)CCN1C[C@@H](CC1)CN ([((3S)-1-{2-[6-(methyloxy)-1,5-naphthyridin-4-yl]ethyl}-3-pyrrolidinyl)methyl]amine). The yield is 98.6%. As a reaction SMILES: C(OC(=O)[NH:5][CH2:6][C@@H:7]1[CH2:11][CH2:10][N:9]([CH2:12][CH2:13][C:14]2[C:23]3[C:18](=[CH:19][CH:20]=[C:21]([O:24][CH3:25])[N:22]=3)[N:17]=[CH:16][CH:15]=2)[CH2:8]1)C.C(=O)([O-])[O-].[K+].[K+]>CO.O>[CH3:25][O:24][C:21]1[N:22]=[C:23]2[C:18](=[CH:19][CH:20]=1)[N:17]=[CH:16][CH:15]=[C:14]2[CH2:13][CH2:12][N:9]1[CH2:10][CH2:11][C@@H:7]([CH2:6][NH2:5])[CH2:8]1 |f:1.2.3|. Procedure details: To a stirred solution of ethyl[((3S)-1-{2-[6-(methyloxy)-1,5-naphthyridin-4-yl]ethyl}-3-pyrrolidinyl)methyl]carbamate (0.80 g, 2.09 mmole) in MeOH (30 mL) and H2O (15 mL) at RT was added potassium carbonate (1.44 g, 10.5 mmole). After 18 h, the reaction contents were concentrated under reduced pressure and filtered through celite (EtOH) to give the title compound (0.59 g, 99%) as a light brown oil: LC-MS (ES) m/e 289 (M+H)+. Starting materials: CC=1C=CC(=C(C(=O)O)C1)C1=NC=CN=C1 (5-methyl-2-(pyrazin-2-yl)benzoic acid), BrC1=CN=CS1 (5-bromothiazole). Yields the product CC=1C=CC(=C(C(=O)O)C1)C1=CN=CS1 (5-Methyl-2-(thiazol-5-yl)benzoic acid). As a reaction SMILES: [CH3:1][C:2]1[CH:3]=[CH:4][C:5]([C:11]2[CH:16]=[N:15][CH:14]=CN=2)=[C:6]([CH:10]=1)[C:7]([OH:9])=[O:8].BrC1[S:22]C=NC=1>>[CH3:1][C:2]1[CH:3]=[CH:4][C:5]([C:11]2[S:22][CH:14]=[N:15][CH:16]=2)=[C:6]([CH:10]=1)[C:7]([OH:9])=[O:8]. Procedure: The title compound was prepared following the same general protocol as described for 5-methyl-2-(pyrazin-2-yl)benzoic acid in Example A19, starting from 5-bromothiazole. ESI-MS (m/z): 220 [M+1]+. Starting materials: Cc1ccccc1, Nc1cc(Br)c(F)c(Cl)c1F, O=C=NC(=O)c1c(F)cccc1F. Product: O=C(NC(=O)c1c(F)cccc1F)Nc1cc(Br)c(F)c(Cl)c1F. RXN SMILES: [CH3:25][c:26]1[cH:27][cH:28][cH:29][cH:30][cH:31]1.[F:14][c:15]1[c:16]([NH2:17])[cH:18][c:19]([Br:24])[c:20]([F:23])[c:21]1[Cl:22].[F:1][c:2]1[c:3]([C:4](=[O:5])[N:6]=[C:7]=[O:8])[c:9]([F:13])[cH:10][cH:11][cH:12]1>>[F:1][c:2]1[c:3]([C:4](=[O:5])[NH:6][C:7](=[O:8])[NH:17][c:16]2[c:15]([F:14])[c:21]([Cl:22])[c:20]([F:23])[c:19]([Br:24])[cH:18]2)[c:9]([F:13])[cH:10][cH:11][cH:12]1. Yield: 84.8%. The product is C(C)(C)(C)OC(=O)N([C@H](C)C1=CC=CC2=CC=CC=C12)CC1CN(CCC1C1=C(C=CC=C1)F)C(=O)NC1=C(C=C(C(=O)O)C=C1)Cl (4-({[3-({(tert-butoxycarbonyl)[(1R)-1-(1-naphthyl)ethyl]amino}methyl)-4-(2-fluorophenyl)piperidin-1-yl]carbonyl}amino)-3-chlorobenzoic acid). Solvent: CO (methanol). Reactants: Cl (hydrochloric acid), C(C)(C)(C)OC(=O)N([C@H](C)C1=CC=CC2=CC=CC=C12)CC1CN(CCC1C1=C(C=CC=C1)F)C(=O)NC1=C(C=C(C(=O)OC)C=C1)Cl (methyl 4-({[3-({(tert-butoxycarbonyl)[(1R)-1-(1-naphthyl)ethyl]amino}methyl)-4-(2-fluorophenyl)piperidin-1-yl]carbonyl}amino)-3-chlorobenzoate), C1CCOC1 (THF), [OH-].[Na+] (sodium hydroxide). Run at time 8 hour. As a reaction SMILES: [C:1]([O:5][C:6]([N:8]([CH2:21][CH:22]1[CH:27]([C:28]2[CH:33]=[CH:32][CH:31]=[CH:30][C:29]=2[F:34])[CH2:26][CH2:25][N:24]([C:35]([NH:37][C:38]2[CH:47]=[CH:46][C:41]([C:42]([O:44]C)=[O:43])=[CH:40][C:39]=2[Cl:48])=[O:36])[CH2:23]1)[C@@H:9]([C:11]1[C:20]2[C:15](=[CH:16][CH:17]=[CH:18][CH:19]=2)[CH:14]=[CH:13][CH:12]=1)[CH3:10])=[O:7])([CH3:4])([CH3:3])[CH3:2].C1COCC1.[OH-].[Na+].Cl>CO>[C:1]([O:5][C:6]([N:8]([CH2:21][CH:22]1[CH:27]([C:28]2[CH:33]=[CH:32][CH:31]=[CH:30][C:29]=2[F:34])[CH2:26][CH2:25][N:24]([C:35]([NH:37][C:38]2[CH:47]=[CH:46][C:41]([C:42]([OH:44])=[O:43])=[CH:40][C:39]=2[Cl:48])=[O:36])[CH2:23]1)[C@@H:9]([C:11]1[C:20]2[C:15](=[CH:16][CH:17]=[CH:18][CH:19]=2)[CH:14]=[CH:13][CH:12]=1)[CH3:10])=[O:7])([CH3:2])([CH3:3])[CH3:4] |f:2.3|. Procedure: To a mixture of 330 mg of the crude methyl 4-({[3-({(tert-butoxycarbonyl)[(1R)-1-(1-naphthyl)ethyl]amino}methyl)-4-(2-fluorophenyl)piperidin-1-yl]carbonyl}amino)-3-chlorobenzoate and 10 mL of THF-5.0 mL of methanol was added dropwise 5.0 mL of a 1 M aqueous sodium hydroxide solution at room temperature, followed by stirring overnight. It was neutralized by addition of 5.2 mL of 1 M hydrochloric acid, and then extracted with ethyl acetate, and the organic layer was dried over anhydrous sodium sul... Starting materials: [OH-].[Na+] (sodium hydroxide), Cl.NCCS (cysteamine hydrochloride), C1(=CC=CC=C1)N1CCN(CC1)CCOC1=C(C=O)C=CC=C1 (2-[2-(4-phenylpiperazin-1-yl)ethyloxy]benzaldehyde). The solvent is C(C)O (ethanol), C(C)O (ethanol). Run at time 2 hour. Product: C1(=CC=CC=C1)N1CCN(CC1)CCOC1=C(C=CC=C1)C1SCCN1 (2-{2-[2-(4-phenylpiperazin-1-yl)ethyloxy]phenyl}thiazolidine). Isolated yield 91.4%. As a reaction SMILES: [OH-].[Na+].Cl.[NH2:4][CH2:5][CH2:6][SH:7].[C:8]1([N:14]2[CH2:19][CH2:18][N:17]([CH2:20][CH2:21][O:22][C:23]3[CH:30]=[CH:29][CH:28]=[CH:27][C:24]=3[CH:25]=O)[CH2:16][CH2:15]2)[CH:13]=[CH:12][CH:11]=[CH:10][CH:9]=1>C(O)C>[C:8]1([N:14]2[CH2:15][CH2:16][N:17]([CH2:20][CH2:21][O:22][C:23]3[CH:30]=[CH:29][CH:28]=[CH:27][C:24]=3[CH:25]3[NH:4][CH2:5][CH2:6][S:7]3)[CH2:18][CH2:19]2)[CH:13]=[CH:12][CH:11]=[CH:10][CH:9]=1 |f:0.1,2.3|. Procedure: 2.21 g of sodium hydroxide are added to a solution of 5.75 g of cysteamine hydrochloride in 200 ml of ethanol, and a solution of 14.28 g of 2-[2-(4-phenylpiperazin-1-yl)ethyloxy]benzaldehyde in 100 ml of ethanol is added thereto. After the mixture is stirred at room temperature for 2 hours, the mixture is concentrated under reduced pressure to remove solvent. The residue is dissolved in ethyl acetate, and the solution is washed with water, dried and then concentrated under reduced pressure to re...